This data is from the Open Reaction Database (ORD), a public repository of structured organic reaction records. The task is: describe an organic reaction: reactants, conditions, products, and yield Reactants: C(C)C1=CC=C(C=C1)CCC(=O)C1=CC=CC=C1 (3-(4-ethylphenyl)-1-phenylpropan-1-one), C(C)C1=CC=C(C=C1)CC/C(=C/C(=O)OCC)/C1=CC=CC=C1 ((Z)-ethyl 5-(4-ethylphenyl)-3-phenylpent-2-enoate). Product: C(C)C1=CC=C(C=C1)CC\C(=C/C(=O)OCC)\C1=CC=CC=C1 ((E)-ethyl 5-(4-ethylphenyl)-3-phenylpent-2-enoate). Reaction SMILES: C(C1C=CC(CCC(C2C=CC=CC=2)=O)=CC=1)C.[CH2:19]([C:21]1[CH:26]=[CH:25][C:24]([CH2:27][CH2:28]/[C:29](/[C:36]2[CH:41]=[CH:40][CH:39]=[CH:38][CH:37]=2)=[CH:30]/[C:31]([O:33][CH2:34][CH3:35])=[O:32])=[CH:23][CH:22]=1)[CH3:20]>>[CH2:19]([C:21]1[CH:26]=[CH:25][C:24]([CH2:27][CH2:28]/[C:29](/[C:36]2[CH:41]=[CH:40][CH:39]=[CH:38][CH:37]=2)=[CH:30]\[C:31]([O:33][CH2:34][CH3:35])=[O:32])=[CH:23][CH:22]=1)[CH3:20]. Procedure details: By a procedure similar to that of example 1.85.3, starting from 3-(4-ethylphenyl)-1-phenylpropan-1-one, (Z)-ethyl 5-(4-ethylphenyl)-3-phenylpent-2-enoate and (E)-ethyl 5-(4-ethylphenyl)-3-phenylpent-2-enoate were obtained as colourless oils.